This data is from the Open Reaction Database (ORD), a public repository of structured organic reaction records. The task is: describe an organic reaction: reactants, conditions, products, and yield Starting materials: NC=1C=NC2=CC=CC=C2C1NCC(C)C (3-Amino-4-(2-methylpropylamino) quinoline), C(C(O)C)(=O)O (lactic acid), C (charcoal). Solvent: Cl (hydrochloric acid). Reaction conditions: temperature 140 celsius. The product is CC(O)C=1N(C2=C(C=NC=3C=CC=CC23)N1)CC(C)C (α-Methyl-1-(2-methylpropyl)-1H-imidazo[4,5-c]quinoline-2-methanol). As a reaction SMILES: [NH2:1][C:2]1[CH:3]=[N:4][C:5]2[C:10]([C:11]=1[NH:12][CH2:13][CH:14]([CH3:16])[CH3:15])=[CH:9][CH:8]=[CH:7][CH:6]=2.[C:17](O)(=O)[CH:18]([CH3:20])[OH:19].C>Cl>[CH3:17][CH:18]([C:20]1[N:12]([CH2:13][CH:14]([CH3:16])[CH3:15])[C:11]2[C:10]3[CH:9]=[CH:8][CH:7]=[CH:6][C:5]=3[N:4]=[CH:3][C:2]=2[N:1]=1)[OH:19]. Reported procedure: 3-Amino-4-(2-methylpropylamino) quinoline (29.0 g; 0.135 mol) and lactic acid (36 mL; 0.48 mol) were mixed and heated at 140° C. for 6 hr. The mixture was then dissolved in dilute hydrochloric acid and treated with charcoal. The solids were filtered from the mixture. The filtrate was made basic with ammonium hydroxide to precipitate the product as an oil. The oil was extracted into ethyl acetate. The ethyl acetate solution was treated with decolorizing carbon and the solids were filtered from th... Yields the product Cc1ncc2n1-c1ccc(Cl)cc1C(c1ccccc1F)N(N=O)C2. Starting materials: CC(=O)O, Cc1ncc2n1-c1ccc(Cl)cc1C(c1ccccc1F)NC2, [K+], O=N[O-], [Na+], [OH-], O. As a reaction SMILES: [CH3:24][C:25](=[O:26])[OH:27].[Cl:1][c:2]1[cH:3][cH:4][c:5]2[c:6]([cH:23]1)[CH:7]([c:16]1[c:17]([F:22])[cH:18][cH:19][cH:20][cH:21]1)[NH:8][CH2:9][c:10]1[n:11]-2[c:12]([CH3:15])[n:13][cH:14]1.[K+:33].[N:28](=[O:29])[O-:30].[Na+:31].[OH-:32].[OH2:34]>>[Cl:1][c:2]1[cH:3][cH:4][c:5]2[c:6]([cH:23]1)[CH:7]([c:16]1[c:17]([F:22])[cH:18][cH:19][cH:20][cH:21]1)[N:8]([N:28]=[O:29])[CH2:9][c:10]1[n:11]-2[c:12]([CH3:15])[n:13][cH:14]1. The reactants are [Al+3].[Cl-].[Cl-].[Cl-] (AlCl3), ClC1=CC=C(C(=O)Cl)C=C1 (4-chlorobenzoyl chloride), C(C1=CC=CC=C1)C1=C(C=C(C=C1Cl)[N+](=O)[O-])Cl (4-benzyl-3,5-dichloronitrobenzene), ice water, Cl (hydrochloric acid). The solvent is ClCCl (dichloromethane), ClCCl (dichloromethane), C(Cl)(Cl)Cl (chloroform), ClCCl (dichloromethane). Conditions: time 15 minute. Yields the product ClC1=CC=C(C(=O)C2=CC=C(CC3=C(C=C(C=C3Cl)[N+](=O)[O-])Cl)C=C2)C=C1 (4-[4-(4-chlorobenzoyl)benzyl]-3,5-dichloronitrobenzene). As a reaction SMILES: [Al+3].[Cl-].[Cl-].[Cl-].[Cl:5][C:6]1[CH:14]=[CH:13][C:9]([C:10](Cl)=[O:11])=[CH:8][CH:7]=1.[CH2:15]([C:22]1[C:27]([Cl:28])=[CH:26][C:25]([N+:29]([O-:31])=[O:30])=[CH:24][C:23]=1[Cl:32])[C:16]1[CH:21]=[CH:20][CH:19]=[CH:18][CH:17]=1.Cl>ClCCl.C(Cl)(Cl)Cl>[Cl:5][C:6]1[CH:14]=[CH:13][C:9]([C:10]([C:19]2[CH:20]=[CH:21][C:16]([CH2:15][C:22]3[C:27]([Cl:28])=[CH:26][C:25]([N+:29]([O-:31])=[O:30])=[CH:24][C:23]=3[Cl:32])=[CH:17][CH:18]=2)=[O:11])=[CH:8][CH:7]=1 |f:0.1.2.3|. Procedure details: In 15 ml of dichloromethane was suspended 1.30 g of AlCl3, and a solution of 1.43 g of 4-chlorobenzoyl chloride in 3 ml of dichloromethane was added to the suspension for a period of 30 minutes. A solution of 2.00 g of 4-benzyl-3,5-dichloronitrobenzene in 2 ml of dichloromethane was added for a period of 15 minutes, and the reaction mixture was refluxed for 22 hours. The reaction mixture was poured into 25 ml of ice-water, and 30 ml of chloroform and 3 ml of conc. hydrochloric acid were added. T...